This data is from the Open Reaction Database (ORD), a public repository of structured organic reaction records. The task is: describe an organic reaction: reactants, conditions, products, and yield Starting materials: C=CC1=CC=CC=C1 (styrene), C=CC=C (butadiene). The product is C=CC1=CC=CC=C1.C=CC1=CC=CC=C1.C=CC=C.CC(=C)C1=CC=CC=C1.CC(=C)C1=CC=CC=C1 (styrene α-methylstyrene butadiene styrene α-methylstyrene). RXN SMILES: [CH2:1]=[CH:2][C:3]1[CH:8]=[CH:7][CH:6]=[CH:5][CH:4]=1.[CH2:9]=[CH:10][CH:11]=[CH2:12]>>[CH2:1]=[CH:2][C:3]1[CH:8]=[CH:7][CH:6]=[CH:5][CH:4]=1.[CH2:1]=[CH:2][C:3]1[CH:8]=[CH:7][CH:6]=[CH:5][CH:4]=1.[CH2:9]=[CH:10][CH:11]=[CH2:12].[CH3:1][C:2]([C:3]1[CH:8]=[CH:7][CH:6]=[CH:5][CH:4]=1)=[CH2:9].[CH3:1][C:2]([C:3]1[CH:8]=[CH:7][CH:6]=[CH:5][CH:4]=1)=[CH2:9] |f:2.3.4.5.6|. Procedure details: The procedure of Example 2 was employed with the exception that the styrene monomer was added after completion of the butadiene polymerization and the following quantities of materials were employed: The reactants are C(C1=CC=CC=C1)OC(=O)N1C[C@H](N(CC1)C(N(C1=CC=CC=C1)C1=CC(=CC=C1)Br)=O)C(=O)O ((S)-4-(Benzyloxycarbonyl)-1-[N-(3-bromophenyl)-N-phenylcarbamoyl]piperazine-2-carboxylic acid), C(C)(=O)OCC.C(CCC)O.C(C)(=O)OCC.O (ethyl acetate n-butyl alcohol ethyl acetate water), white solid. Run in Br (HBr), C(C)(=O)O (acetic acid). Reaction conditions: temperature 25 celsius, time 1 hour. Yields the product BrC=1C=C(C=CC1)N(C(=O)N1[C@@H](CNCC1)C(=O)O)C1=CC=CC=C1 ((S)-1-[N-(3-Bromophenyl)-N-phenylcarbamoyl]-piperazine-2-carboxylic acid). RXN SMILES: C(OC([N:11]1[CH2:16][CH2:15][N:14]([C:17](=[O:32])[N:18]([C:25]2[CH:30]=[CH:29][CH:28]=[C:27]([Br:31])[CH:26]=2)[C:19]2[CH:24]=[CH:23][CH:22]=[CH:21][CH:20]=2)[C@H:13]([C:33]([OH:35])=[O:34])[CH2:12]1)=O)C1C=CC=CC=1.C(OCC)(=O)C.C(O)CCC.C(OCC)(=O)C.O>Br.C(O)(=O)C>[Br:31][C:27]1[CH:26]=[C:25]([N:18]([C:19]2[CH:24]=[CH:23][CH:22]=[CH:21][CH:20]=2)[C:17]([N:14]2[CH2:15][CH2:16][NH:11][CH2:12][C@H:13]2[C:33]([OH:35])=[O:34])=[O:32])[CH:30]=[CH:29][CH:28]=1 |f:1.2.3.4|. Procedure details: A 2.13 g (3.96 mmole) portion of (S)-4-(benzyloxycarbonyl)-1-[N-(3-bromophenyl-N-phenylcarbamoyl]piperazine-2-carboxylic acid (from Step B) was dissolved in 40 ml of 30% HBr in acetic acid. After stirring for 1 hour at 25° C., the solution was flushed with nitrogen to remove the excess of HBr. Concentration in vacuo gave an oily residue which was partitioned between 100 ml of methylene chloride and 100 ml of water. The stirred slurry was neutralized to pH 7 with 10% NaOH solution. After a brief ... The reactants are C(C)(=O)NN[C@H]1[C@@H](C(OC2=C1C=C(C=C2)C#N)(C)C)O (Trans-4-(2-acetylhydrazino)-6-cyano-3,4-dihydro-2,2-dimethyl-2H-1-benzopyran-3-ol), CN=C=O (methyl isocyanate). Run in C(Cl)(Cl)Cl (chloroform). Run at temperature 40 celsius. Yields the product C(C)(=O)NN(C(NC)=O)[C@H]1[C@@H](C(OC2=C1C=C(C=C2)C#N)(C)C)O (trans-4-(2-acetyl-1-methylcarbamoylhydrazino)-6-cyano-3,4-dihydro-2,2-dimethyl-2H-1-benzopyran-3-ol). As a reaction SMILES: [C:1]([NH:4][NH:5][C@@H:6]1[C:11]2[CH:12]=[C:13]([C:16]#[N:17])[CH:14]=[CH:15][C:10]=2[O:9][C:8]([CH3:19])([CH3:18])[C@H:7]1[OH:20])(=[O:3])[CH3:2].[CH3:21][N:22]=[C:23]=[O:24]>C(Cl)(Cl)Cl>[C:1]([NH:4][N:5]([C@@H:6]1[C:11]2[CH:12]=[C:13]([C:16]#[N:17])[CH:14]=[CH:15][C:10]=2[O:9][C:8]([CH3:19])([CH3:18])[C@H:7]1[OH:20])[C:23](=[O:24])[NH:22][CH3:21])(=[O:3])[CH3:2]. Procedure details: Trans-4-(2-acetylhydrazino)-6-cyano-3,4-dihydro-2,2-dimethyl-2H-1-benzopyran-3-ol, 330 mg, was dissolved in 4 ml of chloroform, 0.3 ml of methyl isocyanate was added to this, and the mixture was heated on a water bath at 40° C. for 130 minutes. The solvent was distilled off under a reduced pressure and the residue obtained was recrystallized from ethyl acetate-ethanol to give 350 mg of trans-4-(2-acetyl-1-methylcarbamoylhydrazino)-6-cyano-3,4-dihydro-2,2-dimethyl-2H-1-benzopyran-3-ol.monohydrate... Reactants: BrCC1CC=2C(=C3C=CC(NC3=C(C2)C)=O)O1 (2-bromomethyl-5-methyl-2,3,6,7-tetrahydrofuro-[2,3-f]quinoline-7-one), S1C=NCC1 (thiazoline). Run at temperature 150 celsius, time 4 hour. Yields the product CC=1C=C2C(=C3C=CC(NC13)=O)OC(C2)CC2SCC=N2 (5-Methyl-2-[1-(3-thiazolinyl)methyl]-2,3,6,7-tetrahydrofuro-[2,3-f]quinoline-7-one). Isolated yield 38.4%. As a reaction SMILES: Br[CH2:2][CH:3]1[O:17][C:6]2=[C:7]3[C:12](=[C:13]([CH3:15])[CH:14]=[C:5]2[CH2:4]1)[NH:11][C:10](=[O:16])[CH:9]=[CH:8]3.[S:18]1[CH2:22][CH2:21][N:20]=[CH:19]1>>[CH3:15][C:13]1[CH:14]=[C:5]2[CH2:4][CH:3]([CH2:2][CH:19]3[N:20]=[CH:21][CH2:22][S:18]3)[O:17][C:6]2=[C:7]2[C:12]=1[NH:11][C:10](=[O:16])[CH:9]=[CH:8]2. Procedure details: A mixture of 2-bromomethyl-5-methyl-2,3,6,7-tetrahydrofuro-[2,3-f]quinoline-7-one (4.802 g) and thiazoline (5.815 g) was stirred at 150° C. in the stream of argon gas for 4 hours. The solvent was distilled off under reduced pressure. Chloroform was added to the residue, and extracted with 1N-HCl. After the extract was washed with chloroform, 1N-NaOH was added to bring the pH basic. Extraction was performed with chloroform, followed by washing with water. After dried, the residue was crystallized...